From a dataset of the Open Reaction Database (ORD), a public repository of structured organic reaction records. describe an organic reaction: reactants, conditions, products, and yield Starting materials: [Si](C)(C)(C(C)(C)C)OC1=C2C(OCC2=C(C(=C1CC(O)C1=CCCC1)OC)C)=O (1-[2-(4-tert-butyldimethylsilyloxy-1,3-dihydro -6-methoxy-7-methyl-3-oxo-5-isobenzofuranyl)-1-hydroxyeth-1-yl]cyclopent-1-ene), C(C(C)(C)C)(=O)O (pivalic acid), C(C)C(C([O-])([O-])[O-])(CC)CC (triethylorthoacetate). Solvent: C(C)(=O)OCC (ethyl acetate). Run at temperature 100 celsius. The product is [Si](C)(C)(C(C)(C)C)OC1=C2C(OCC2=C(C(=C1C\C=C/1\C(CCC1)CC(=O)OCC)OC)C)=O (ethyl (E) 2-[2-[2-[4-tert-butyldimethylsilyloxy-1,3-dihydro-6-methoxy-7-methyl-3-oxo-isobenzofuran-5-yl]ethylidene]-cyclopent-1-yl]acetate). Reaction SMILES: [Si:1]([O:8][C:9]1[C:17]([CH2:18][CH:19]([C:21]2[CH2:25][CH2:24][CH2:23][CH:22]=2)O)=[C:16]([O:26][CH3:27])[C:15]([CH3:28])=[C:14]2[C:10]=1[C:11](=[O:29])[O:12][CH2:13]2)([C:4]([CH3:7])([CH3:6])[CH3:5])([CH3:3])[CH3:2].[C:30]([OH:36])(=[O:35])[C:31](C)(C)C.[CH2:37](C(CC)(CC)C([O-])([O-])[O-])[CH3:38]>C(OCC)(=O)C>[Si:1]([O:8][C:9]1[C:17]([CH2:18]/[CH:19]=[C:21]2/[CH:22]([CH2:31][C:30]([O:36][CH2:37][CH3:38])=[O:35])[CH2:23][CH2:24][CH2:25]/2)=[C:16]([O:26][CH3:27])[C:15]([CH3:28])=[C:14]2[C:10]=1[C:11](=[O:29])[O:12][CH2:13]2)([C:4]([CH3:5])([CH3:7])[CH3:6])([CH3:2])[CH3:3]. Procedure details: A solution of 1-[2-(4-tert-butyldimethylsilyloxy-1,3-dihydro -6-methoxy-7-methyl-3-oxo-5-isobenzofuranyl)-1-hydroxyeth-1-yl]cyclopent-1-ene (0.22 g) in triethylorthoacetate (10 ml) was treated with pivalic acid (0.010 g) and then heated to 100° C., and maintained at that temperature for 18 hours. After cooling to ambient temperature, the solution was diluted with 1:1 ethyl acetate:hexanes and washed sequentially with water, saturated aqueous sodium bicarbonate, and brine. Drying over magnesium s... The reactants are C(C)(C)(C)C1=CC=C(C=C1)/C=C/C(=O)NC1=CC=C2C=CN(C2=C1)CCO[Si](C(C)(C)C)(C)C ((2E)-3-[4-(tert-Butyl)phenyl]-N-{1-[2-(1,1,2,2-tetramethyl-1-silapropoxy)ethyl]indol-6-yl}prop-2-enamide), C(C)(C)(C)C1=CC=C(/C=C/C(=O)O)C=C1 (4-tert-butyl-trans-cinnamic acid), C[Si](C(C)(C)C)(OCCN1C=CC2=CC=C(C=C12)N)C (1-[2-(1,1,2,2-tetramethyl-1-silapropoxy)ethyl]indole-6-ylamine). The product is C(C)(C)(C)C1=CC=C(C=C1)/C=C/C(=O)NC1=CC=C2C=CN(C2=C1)CCO ((2E)-3-[4-(tert-Butyl)phenyl]-N-[1-(2-hydroxyethyl)indol-6-yl]prop-2-enamide). RXN SMILES: [C:1]([C:5]1[CH:10]=[CH:9][C:8](/[CH:11]=[CH:12]/[C:13]([NH:15][C:16]2[CH:24]=[C:23]3[C:19]([CH:20]=[CH:21][N:22]3[CH2:25][CH2:26][O:27][Si](C)(C)C(C)(C)C)=[CH:18][CH:17]=2)=[O:14])=[CH:7][CH:6]=1)([CH3:4])([CH3:3])[CH3:2].C(C1C=CC(/C=C/C(O)=O)=CC=1)(C)(C)C.C[Si](C)(OCCN1C2C(=CC=C(N)C=2)C=C1)C(C)(C)C>>[C:1]([C:5]1[CH:6]=[CH:7][C:8](/[CH:11]=[CH:12]/[C:13]([NH:15][C:16]2[CH:24]=[C:23]3[C:19]([CH:20]=[CH:21][N:22]3[CH2:25][CH2:26][OH:27])=[CH:18][CH:17]=2)=[O:14])=[CH:9][CH:10]=1)([CH3:4])([CH3:2])[CH3:3]. Procedure: (2E)-3-[4-(tert-Butyl)phenyl]-N-{1-[2-(1,1,2,2-tetramethyl-1-silapropoxy)ethyl]indol-6-yl}prop-2-enamide. Analogous to the procedure used to prepare Example 1, 4-tert-butyl-trans-cinnamic acid (200 mg, 1.0 mmol, EMKA-Chemie) and 1-[2-(1,1,2,2-tetramethyl-1-silapropoxy)ethyl]indole-6-ylamine, Example 72(a), (290 mg, 1.0 mmol) provided the title product. MS (ESI, pos. ion) m/z: 477 (M+1). Starting materials: ClC=1N=NC(=CC1)C1=CC=CC=C1 (3-chloro-6-phenylpyridazine), C(CCC)(=O)NN (butyric acid hydrazide). The solvent is C(CCC)O (n-butanol). Yields the product C(CC)C1=NN=C2N1N=C(C=C2)C2=CC=CC=C2 (3-n-propyl-6-phenyl-1,2,4-triazolo[4,3-b]pyridazine). Reaction SMILES: Cl[C:2]1[N:3]=[N:4][C:5]([C:8]2[CH:13]=[CH:12][CH:11]=[CH:10][CH:9]=2)=[CH:6][CH:7]=1.[C:14]([NH:19][NH2:20])(=O)[CH2:15][CH2:16][CH3:17]>C(O)CCC>[CH2:15]([C:14]1[N:3]2[N:4]=[C:5]([C:8]3[CH:13]=[CH:12][CH:11]=[CH:10][CH:9]=3)[CH:6]=[CH:7][C:2]2=[N:20][N:19]=1)[CH2:16][CH3:17]. Reported procedure: A mixture of 10 g. of 3-chloro-6-phenylpyridazine, 11.2 g. of butyric acid hydrazide and 100 ml. of n-butanol is heated at reflux for 40 hours. The solution is cooled and the precipitate is filtered and washed with petroleum ether and water. The filtrate is concentrated to an oil which forms a precipitate upon the addition of petroleum ether. The precipitate is collected and washed with petroleum ether and water. The solids are combined and recrystallized from 30 ml. of ethanol giving 3-n-propyl... The reactants are COC1=CC=C(CN2N=C3N(C(N(C(C3=C2SC)=O)C)=O)CC(C)(C)C)C=C1 (2-(4-methoxybenzyl)-5-methyl-3-(methylthio)-7-neopentyl-2H-pyrazolo[3,4-d]pyrimidine-4,6(5H,7H)-dione), ClCC1=CC=C(C=C1)C1N(CCCC1)C (2-(4-(chloromethyl)phenyl)-1-methylpiperidine). Product: CN1C(N(C=2C(C1=O)=C(N(N2)CC2=CC=C(C=C2)C2N(CCCC2)C)SC)CC(C)(C)C)=O (5-methyl-2-(4-(1-methylpiperidin-2-yl)benzyl)-3-(methylthio)-7-neopentyl-2H-pyrazolo[3,4-d]pyrimidine-4,6(5H,7H)-dione). RXN SMILES: CO[C:3]1[CH:28]=[CH:27][C:6]([CH2:7][N:8]2[C:16]([S:17][CH3:18])=[C:15]3[C:10]([N:11]([CH2:22][C:23]([CH3:26])([CH3:25])[CH3:24])[C:12](=[O:21])[N:13]([CH3:20])[C:14]3=[O:19])=[N:9]2)=[CH:5][CH:4]=1.ClCC1C=CC([CH:37]2[CH2:42][CH2:41][CH2:40][CH2:39][N:38]2[CH3:43])=CC=1>>[CH3:20][N:13]1[C:14](=[O:19])[C:15]2=[C:16]([S:17][CH3:18])[N:8]([CH2:7][C:6]3[CH:27]=[CH:28][C:3]([CH:37]4[CH2:42][CH2:41][CH2:40][CH2:39][N:38]4[CH3:43])=[CH:4][CH:5]=3)[N:9]=[C:10]2[N:11]([CH2:22][C:23]([CH3:25])([CH3:24])[CH3:26])[C:12]1=[O:21]. Reported procedure: The synthetic procedure of this compound is analogous to EXAMPLE 5 wherein 2-(4-methoxybenzyl)-5-methyl-3-(methylthio)-7-neopentyl-2H-pyrazolo[3,4-d]pyrimidine-4,6(5H,7H)-dione is used instead of 2-(4-methoxybenzyl)-5-methyl-7-neopentyl-3-(phenylthio)-2H-pyrazolo[3,4-d]pyrimidine-4,6(5H,7H)-dione, and 2-(4-(chloromethyl)phenyl)-1-methylpiperidine is used instead of 1-(4-(bromomethyl)phenyl)-1H-1,2,4-triazole. MS (ESI) m/z 439.2 [M+H]+. The reactants are C(#N)C1=CC=C(C=C1)C1=CC=C(C=C1)O (4-cyano-4′-hydroxybiphenyl), [Br-] (bromide), C([O-])([O-])=O.[K+].[K+] (potassium carbonate), CC(CC)=O (butanone). The solvent is O (Water). The product is C(C=C)OC1=CC=C(C=C1)C1=CC=C(C=C1)C#N (4-allyloxy-4′-cyanobiphenyl). RXN SMILES: [C:1]([C:3]1[CH:8]=[CH:7][C:6]([C:9]2[CH:14]=[CH:13][C:12]([OH:15])=[CH:11][CH:10]=2)=[CH:5][CH:4]=1)#[N:2].[Br-].C(=O)([O-])[O-].[K+].[K+].[CH3:23][C:24](=O)[CH2:25]C>O>[CH2:25]([O:15][C:12]1[CH:13]=[CH:14][C:9]([C:6]2[CH:5]=[CH:4][C:3]([C:1]#[N:2])=[CH:8][CH:7]=2)=[CH:10][CH:11]=1)[CH:24]=[CH2:23] |f:2.3.4|. Reported procedure: A reaction mixture obtained by adding 20 g of 4-cyano-4′-hydroxybiphenyl, 20 g of ally bromide and 25 g of potassium carbonate to 250 mL of butanone was refluxed for 7 hours. Water was added to the reaction mixture, which was then separated. An organic layer was washed with water and dried over anhydrous magnesium sulfate. The solvent was distilled off to obtain a residue, which was purified by silica gel column chromatography using toluene as an elusion solvent and then subjected to recrystalli... Starting materials: C(CCC)[Li] (n-butyl lithium), C(C)OCN1C=NC2=C1C=CC=C2 (1-Ethoxymethylbenzimidazole), ClC(=O)OCC (ethyl chloroformate). The solvent is CCCCCC (hexane), C1CCOC1 (THF). Reaction conditions: temperature -60 celsius. Yields the product C(C)OCN1C(=NC2=C1C=CC=C2)C(=O)OCC (1-Ethoxymethyl-2-ethoxycarbonylbenzimidazole). The yield is 35.9%. As a reaction SMILES: [CH2:1]([O:3][CH2:4][N:5]1[C:9]2[CH:10]=[CH:11][CH:12]=[CH:13][C:8]=2[N:7]=[CH:6]1)[CH3:2].C([Li])CCC.Cl[C:20]([O:22][CH2:23][CH3:24])=[O:21]>C1COCC1.CCCCCC>[CH2:1]([O:3][CH2:4][N:5]1[C:9]2[CH:10]=[CH:11][CH:12]=[CH:13][C:8]=2[N:7]=[C:6]1[C:20]([O:22][CH2:23][CH3:24])=[O:21])[CH3:2]. Procedure: 1-Ethoxymethylbenzimidazole (1.76 g) was dissolved in dry THF (40 ml) in a dry argon atmosphere, cooled to -60° C., and a solution of n-butyl lithium (1.58M) in hexane (9 ml) was added dropwise with stirring and allowed to react for 1 hr. After ethyl chloroformate (1.62 g) was added dropwise, the mixture was slowly returned to room temperature and allowed to react overnight. THF was distilled off, the residue was dissolved in ethyl acetate, washed with water, dried over anhydrous Na2SO4, and the... The reactants are CS(=O)(=O)Cl, Cc1ccccc1, CCOC(=O)C1CCc2cc(N)ccc2O1, c1ccncc1. The product is CCOC(=O)C1CCc2cc(NS(C)(=O)=O)ccc2O1. As a reaction SMILES: [CH3:23][S:24]([Cl:25])(=[O:26])=[O:27].[CH3:28][c:29]1[cH:30][cH:31][cH:32][cH:33][cH:34]1.[NH2:1][c:2]1[cH:3][cH:4][c:5]2[c:6]([cH:16]1)[CH2:7][CH2:8][CH:9]([C:11](=[O:12])[O:13][CH2:14][CH3:15])[O:10]2.[cH:17]1[cH:18][cH:19][n:20][cH:21][cH:22]1>>[NH:1]([c:2]1[cH:3][cH:4][c:5]2[c:6]([cH:16]1)[CH2:7][CH2:8][CH:9]([C:11](=[O:12])[O:13][CH2:14][CH3:15])[O:10]2)[S:24]([CH3:23])(=[O:26])=[O:27].